From a dataset of the Open Reaction Database (ORD), a public repository of structured organic reaction records. describe an organic reaction: reactants, conditions, products, and yield Starting materials: N1=CC=C(C=C1)C(O)C1=CN=CN1C(C1=CC=CC=C1)(C1=CC=CC=C1)C1=CC=CC=C1 (pyridin-4-yl(1-trityl-1H-imidazol-5-yl)methanol), Intermediate 4, CC(C)O (iPrOH), red phosphorus, ice water, [OH-].[Na+] (NaOH). Solvent: C(Cl)(Cl)Cl (CHCl3), C(Cl)(Cl)Cl (CHCl3). Reaction conditions: temperature 160 celsius. Product: N1C=NC=C1C(CC1=CC=CC=C1)C1=CC=NC=C1 (4-(1-(1H-imidazol-5-yl)-2-phenylethyl)pyridine). RXN SMILES: [N:1]1[CH:6]=[CH:5][C:4]([CH:7]([C:9]2[N:13](C(C3C=CC=CC=3)(C3C=CC=CC=3)C3C=CC=CC=3)[CH:12]=[N:11][CH:10]=2)O)=[CH:3][CH:2]=1.[CH3:33][CH:34](O)[CH3:35].[OH-].[Na+]>C(Cl)(Cl)Cl>[NH:13]1[C:9]([CH:7]([C:4]2[CH:3]=[CH:2][N:1]=[CH:6][CH:5]=2)[CH2:33][C:34]2[CH:35]=[CH:5][CH:4]=[CH:3][CH:2]=2)=[CH:10][N:11]=[CH:12]1 |f:2.3|. Procedure details: A mixture of pyridin-4-yl(1-trityl-1H-imidazol-5-yl)methanol, (Intermediate 4) (526 g, 1.03 mmol) in 57% aqueous Hl (10 mL) and iPrOH (2 mL) was added red phosphorus (318 mg, 10.3 mmol) in a resealable tube was heated at 160° C. for 16 h. The mixture was then cooled to room temperature and poured into ice-water, which was then basified with NaOH and diluted with CHCl3. The residue was isolated in a typical aqueous workup using CHCl3 and purified by MPLC with 5 to 15% MeOH: CH2Cl2 to give 4-(1-(1... Reactants: CCO, CN(C)CCN1CCCc2cc([N+](=O)[O-])cc(F)c21, [H][H]. Product: CN(C)CCN1CCCc2cc(N)cc(F)c21. RXN SMILES: [CH3:22][CH2:23][OH:24].[F:1][c:2]1[cH:3][c:4]([N+:17]([O-:18])=[O:19])[cH:5][c:6]2[c:11]1[N:10]([CH2:12][CH2:13][N:14]([CH3:15])[CH3:16])[CH2:9][CH2:8][CH2:7]2.[H:20][H:21]>>[F:1][c:2]1[cH:3][c:4]([NH2:17])[cH:5][c:6]2[c:11]1[N:10]([CH2:12][CH2:13][N:14]([CH3:15])[CH3:16])[CH2:9][CH2:8][CH2:7]2. The reactants are C(C(=O)O)(=O)O.OCCCCSC1=NSN=C1C1CN2CCC1CC2 (3-(3-(4-Hydroxybutylthio)-1,2,5-thiadiazol-4-yl)-1-azabicyclo[2.2.2]octane oxalate), C(C(=O)O)(=O)O.OCCCCSC1=NSN=C1C1CN2CCC1CC2 (3-(3-(4-Hydroxybutylthio)-1,2,5-thiadiazol-4-yl)-1-azabicyclo[2.2.2]octane oxalate), BrCCCCO (1-bromo-4-hydroxybutane). Product: C(C(=O)O)(=O)O.C(C(CC)=O)SC1=NSN=C1C1CN2CCC1CC2 (3-(3-(2-Butanonylthio)-1,2,5-thiadiazol-4-yl)-1-azabicyclo[2.2.2]octane oxalate). RXN SMILES: [C:1]([OH:6])(=[O:5])[C:2]([OH:4])=[O:3].O[CH2:8][CH2:9][CH2:10][CH2:11][S:12][C:13]1[C:17]([CH:18]2[CH:23]3[CH2:24][CH2:25][N:20]([CH2:21][CH2:22]3)[CH2:19]2)=[N:16][S:15][N:14]=1.BrCCCC[OH:31]>>[C:1]([OH:6])(=[O:5])[C:2]([OH:4])=[O:3].[CH2:11]([S:12][C:13]1[C:17]([CH:18]2[CH:23]3[CH2:24][CH2:25][N:20]([CH2:21][CH2:22]3)[CH2:19]2)=[N:16][S:15][N:14]=1)[C:10](=[O:31])[CH2:9][CH3:8] |f:0.1,3.4|. Procedure: 3-(3-(4-Hydroxybutylthio)-1,2,5-thiadiazol-4-yl)-1-azabicyclo[2.2.2]octane oxalate (Compound 219) M.p. 160°-161° C., from 1-bromo-4-hydroxybutane. Starting materials: Cc1nc(C(F)(F)F)c(C(=O)Nc2cccc3c2C(C)CC3(C)C)s1, CSP1(=S)SP(=S)(SC)S1, C1CCOC1. Product: Cc1nc(C(F)(F)F)c(C(=S)Nc2cccc3c2C(C)CC3(C)C)s1. Reaction SMILES: [CH3:1][C:2]1([CH3:25])[CH2:3][CH:4]([CH3:24])[c:5]2[c:6]([NH:11][C:12](=[O:13])[c:14]3[c:15]([C:20]([F:21])([F:22])[F:23])[n:16][c:17]([CH3:19])[s:18]3)[cH:7][cH:8][cH:9][c:10]21.[CH3:26][S:27][P:28]1(=[S:29])[S:30][P:31](=[S:32])([S:33][CH3:34])[S:35]1.[O:36]1[CH2:37][CH2:38][CH2:39][CH2:40]1>>[CH3:1][C:2]1([CH3:25])[CH2:3][CH:4]([CH3:24])[c:5]2[c:6]([NH:11][C:12]([c:14]3[c:15]([C:20]([F:21])([F:22])[F:23])[n:16][c:17]([CH3:19])[s:18]3)=[S:27])[cH:7][cH:8][cH:9][c:10]21.